This data is from the Open Reaction Database (ORD), a public repository of structured organic reaction records. The task is: describe an organic reaction: reactants, conditions, products, and yield Reactants: [BH4-].[Na+] (sodium borohydride), ClC=1C=C2C(=NC=3N(C2=CC1)N=NN3)C3=CC=CC=C3 (7-chloro-5-phenyltetrazolo[1,5-a]quinazoline), O (water). Run at time 1 hour. The solvent is C(C)O (ethanol). Reaction SMILES: [Cl:1][C:2]1[CH:3]=[C:4]2[C:9](=[CH:10][CH:11]=1)[N:8]1[N:12]=[N:13][N:14]=[C:7]1[N:6]=[C:5]2[C:15]1[CH:20]=[CH:19][CH:18]=[CH:17][CH:16]=1.[BH4-].[Na+].O>C(O)C>[Cl:1][C:2]1[CH:3]=[C:4]2[C:9](=[CH:10][CH:11]=1)[N:8]1[N:12]=[N:13][N:14]=[C:7]1[NH:6][CH:5]2[C:15]1[CH:20]=[CH:19][CH:18]=[CH:17][CH:16]=1 |f:1.2|. The yield is 74.8%. The product is ClC=1C=C2C(NC=3N(C2=CC1)N=NN3)C3=CC=CC=C3 (7-chloro-4,5-dihydro-5-phenyltetrazolo[1,5-a]quinazoline). Procedure details: To a suspension of 1.3 g of 7-chloro-5-phenyltetrazolo[1,5-a]quinazoline in 100 ml of ethanol was added 0.2 g of sodium borohydride. The mixture was stirred at room temperature for 1 hour and then poured into 200 ml of water. The resulting precipitate was collected by filtration, washed with water and recrystallized from methanol to give 0.98 g of 7-chloro-4,5-dihydro-5-phenyltetrazolo[1,5-a]quinazoline as colorless needles, m.p. 260°-261° C. (decomp.). The reactants are C([O-])([O-])=O.[Na+].[Na+] (sodium carbonate), N12C[C@@H](C(CC1)CC2)NC(=O)C=2OC(=CC2)Br ((R)-N-(1-azabicyclo[2.2.2]oct-3-yl)(5-bromofuran-2-carboxamide)), C(C)(=O)NC=1C=C(C=CC1)B(O)O (3-(N-acetylamino)phenylboronic acid). The reagents and catalysts are C=1C=CC(=CC1)[P](C=2C=CC=CC2)(C=3C=CC=CC3)[Pd]([P](C=4C=CC=CC4)(C=5C=CC=CC5)C=6C=CC=CC6)([P](C=7C=CC=CC7)(C=8C=CC=CC8)C=9C=CC=CC9)[P](C=1C=CC=CC1)(C=1C=CC=CC1)C=1C=CC=CC1 (tetrakis(triphenylphosphine)palladium). Run in COCCOC (1,2-dimethoxyethane), O (water). Yields the product hydrochloride salt, N12C[C@@H](C(CC1)CC2)NC(=O)C=2OC(=CC2)C2=CC(=CC=C2)NC(C)=O ((R)-N-(1-Azabicyclo[2.2.2]oct-3-yl)(5-(3-(N-acetylamino)phenyl)furan-2-carboxamide)). As a reaction SMILES: [N:1]12[CH2:8][CH2:7][CH:4]([CH2:5][CH2:6]1)[C@@H:3]([NH:9][C:10]([C:12]1[O:13][C:14](Br)=[CH:15][CH:16]=1)=[O:11])[CH2:2]2.[C:18]([NH:21][C:22]1[CH:23]=[C:24](B(O)O)[CH:25]=[CH:26][CH:27]=1)(=[O:20])[CH3:19].C(=O)([O-])[O-].[Na+].[Na+]>COCCOC.O.C1C=CC([P]([Pd]([P](C2C=CC=CC=2)(C2C=CC=CC=2)C2C=CC=CC=2)([P](C2C=CC=CC=2)(C2C=CC=CC=2)C2C=CC=CC=2)[P](C2C=CC=CC=2)(C2C=CC=CC=2)C2C=CC=CC=2)(C2C=CC=CC=2)C2C=CC=CC=2)=CC=1>[N:1]12[CH2:8][CH2:7][CH:4]([CH2:5][CH2:6]1)[C@@H:3]([NH:9][C:10]([C:12]1[O:13][C:14]([C:26]3[CH:25]=[CH:24][CH:23]=[C:22]([NH:21][C:18](=[O:20])[CH3:19])[CH:27]=3)=[CH:15][CH:16]=1)=[O:11])[CH2:2]2 |f:2.3.4,^1:47,49,68,87|. Procedure: Prepared by a method analogous to that described in Example 1 from (R)-N-(1-azabicyclo[2.2.2]oct-3-yl)(5-bromofuran-2-carboxamide) and 3-(N-acetylamino)phenylboronic acid, using tetrakis(triphenylphosphine)palladium (0) and sodium carbonate in a mixture of 1,2-dimethoxyethane and water. The compound was purified by reverse phase HPLC on a Waters Bondapak® C18 column using a gradient of acetonitrile and 0.1% aqueous trifluoroacetic acid as the eluent. The product-containing fractions were then ev... The reactants are BrCC1=C(C(N=C(N1)C=1SC=CN1)C1=C(C=C(C=C1)F)Cl)C(=O)OCC (Ethyl 6-(bromomethyl)-4-(2-chloro-4-fluorophenyl)-2-(thiazol-2-yl)-1,4-dihydropyrimidine-5-carboxylate), N1[C@H](COCC1)CO ((S)-morpholin-3-ylmethanol). The product is ClC1=C(C=CC(=C1)F)C1N=C(NC(=C1C(=O)OCC)CN1[C@H](COCC1)CO)C=1SC=CN1 (Ethyl 4-(2-chloro-4-fluorophenyl)-6-(((S)-3-(hydroxymethyl)morpholino)methyl)-2-(thiazol-2-yl)-1,4-dihydropyrimidine-5-carboxylate). Yield: 60.6%. Reaction SMILES: Br[CH2:2][C:3]1[NH:8][C:7]([C:9]2[S:10][CH:11]=[CH:12][N:13]=2)=[N:6][CH:5]([C:14]2[CH:19]=[CH:18][C:17]([F:20])=[CH:16][C:15]=2[Cl:21])[C:4]=1[C:22]([O:24][CH2:25][CH3:26])=[O:23].[NH:27]1[CH2:32][CH2:31][O:30][CH2:29][C@@H:28]1[CH2:33][OH:34]>>[Cl:21][C:15]1[CH:16]=[C:17]([F:20])[CH:18]=[CH:19][C:14]=1[CH:5]1[C:4]([C:22]([O:24][CH2:25][CH3:26])=[O:23])=[C:3]([CH2:2][N:27]2[CH2:32][CH2:31][O:30][CH2:29][C@@H:28]2[CH2:33][OH:34])[NH:8][C:7]([C:9]2[S:10][CH:11]=[CH:12][N:13]=2)=[N:6]1. Reported procedure: Ethyl 6-(bromomethyl)-4-(2-chloro-4-fluorophenyl)-2-(thiazol-2-yl)-1,4-dihydropyrimidine-5-carboxylate (0.92 g, 2 mmol) was reacted with (S)-morpholin-3-ylmethanol (0.24 g, 2 mmol) according to the procedure as described in Example 25, Step B to give the title compound as a pale yellow solid (0.6 g, 61%). The compound was characterized by the following spectroscopic data: The reactants are Cl (hydrochloric acid), C([O-])([O-])=O.[K+].[K+] (potassium carbonate), ClCOC (chloromethylmethyl ether), BrC=1C=CC(=C(C=O)C1)O (5-bromo-2-hydroxybenzaldehyde). Run in O (water), CC(=O)C (acetone). Run at time 30 minute. Product: BrC=1C=CC(=C(C=O)C1)OCOC (5-Bromo-2-methoxymethoxybenzaldehyde). The yield is 77.3%. As a reaction SMILES: [Br:1][C:2]1[CH:3]=[CH:4][C:5]([OH:10])=[C:6]([CH:9]=1)[CH:7]=[O:8].C(=O)([O-])[O-].[K+].[K+].Cl[CH2:18][O:19][CH3:20].Cl>O.CC(C)=O>[Br:1][C:2]1[CH:3]=[CH:4][C:5]([O:10][CH2:18][O:19][CH3:20])=[C:6]([CH:9]=1)[CH:7]=[O:8] |f:1.2.3|. Procedure: To 600 ml of acetone solution containing 30.0 g (0.15 mol) of 5-bromo-2-hydroxybenzaldehyde was added 20.6 g (0.15 mol) of potassium carbonate, and then, 12.5 ml (0.17 mol) of chloromethylmethyl ether was added dropwise to the mixture over 30 minutes under ice-cooling. After stirring the mixture at the same temperature for 30 minutes, the mixture was further stirred at room temperature for 5 hours. After completion of the reaction, 600 ml of water was added to the reaction mixture. A pH of the m... The reactants are COC(=O)/C=C/C1=CC(=C(C(=C1)C)C=1NC2=CC(=CC=C2C1)C(=O)OCC1=CC=CC=C1)C (benzyl 2-[4-((E)-2-methoxycarbonylvinyl)-2,6-dimethylphenyl]-1H-indole-6-carboxylate). The reagents and catalysts are [Pd] (palladium on carbon). Solvent: C(C)(=O)OCC.C(C)O (ethyl acetate ethanol). Conditions: time 18 hour. Product: COC(=O)CCC1=CC(=C(C(=C1)C)C=1NC2=CC(=CC=C2C1)C(=O)O)C (2-[4-(2-Methoxycarbonylethyl)-2,6-dimethylphenyl]-1H-indole-6-carboxylic acid). Reaction SMILES: [CH3:1][O:2][C:3](/[CH:5]=[CH:6]/[C:7]1[CH:12]=[C:11]([CH3:13])[C:10]([C:14]2[NH:15][C:16]3[C:21]([CH:22]=2)=[CH:20][CH:19]=[C:18]([C:23]([O:25]CC2C=CC=CC=2)=[O:24])[CH:17]=3)=[C:9]([CH3:33])[CH:8]=1)=[O:4]>[Pd].C(OCC)(=O)C.C(O)C>[CH3:1][O:2][C:3]([CH2:5][CH2:6][C:7]1[CH:8]=[C:9]([CH3:33])[C:10]([C:14]2[NH:15][C:16]3[C:21]([CH:22]=2)=[CH:20][CH:19]=[C:18]([C:23]([OH:25])=[O:24])[CH:17]=3)=[C:11]([CH3:13])[CH:12]=1)=[O:4] |f:2.3|. Reported procedure: A mixture of benzyl 2-[4-((E)-2-methoxycarbonylvinyl)-2,6-dimethylphenyl]-1H-indole-6-carboxylate (950 mg, 2.16 mmol) and 10% palladium on carbon (95 mg) in 100 mL of 1:1 ethyl acetate/ethanol was stirred under a hydrogen balloon for 18 h. The catalyst was filtered through Celite and the filtrate was removed under reduced pressure to leave the title compound. MS: m/z 352.2 (M+1); Retention time=1.35 min (Method 10). Starting materials: CCCCc1nc2ccc(OC)cc2n1Cc1ccc(-c2ccccc2C(=O)OC(C)(C)C)cc1, O=C(O)C(F)(F)F. The product is CCCCc1nc2ccc(OC)cc2n1Cc1ccc(-c2ccccc2C(=O)O)cc1. RXN SMILES: [CH2:1]([CH2:2][CH2:3][CH3:4])[c:5]1[n:6][c:7]2[c:8]([n:9]1[CH2:10][c:11]1[cH:12][cH:13][c:14](-[c:17]3[c:18]([C:23](=[O:24])[O:25][C:26]([CH3:27])([CH3:28])[CH3:29])[cH:19][cH:20][cH:21][cH:22]3)[cH:15][cH:16]1)[cH:30][c:31]([O:34][CH3:35])[cH:32][cH:33]2.[OH:36][C:37]([C:38]([F:39])([F:40])[F:41])=[O:42]>>[CH2:1]([CH2:2][CH2:3][CH3:4])[c:5]1[n:6][c:7]2[c:8]([n:9]1[CH2:10][c:11]1[cH:12][cH:13][c:14](-[c:17]3[c:18]([C:23](=[O:24])[OH:25])[cH:19][cH:20][cH:21][cH:22]3)[cH:15][cH:16]1)[cH:30][c:31]([O:34][CH3:35])[cH:32][cH:33]2. Starting materials: C1CCOC1, CCOC(C)=O, [Cl-], COC(=O)Cc1ccc(Oc2ccc(C(=O)NCCc3ccc(Cl)cc3)cc2[N+](=O)[O-])c(F)c1, [NH4+], [Na+], [Na+], O=C([O-])[O-]. Product: COC(=O)Cc1ccc(Oc2ccc(C(=O)NCCc3ccc(Cl)cc3)cc2N)c(F)c1. Reaction SMILES: [CH2:37]1[O:38][CH2:39][CH2:40][CH2:41]1.[CH3:42][CH2:43][O:44][C:45](=[O:46])[CH3:47].[Cl-:35].[Cl:1][c:2]1[cH:3][cH:4][c:5]([CH2:6][CH2:7][NH:8][C:9](=[O:10])[c:11]2[cH:12][c:13]([N+:30]([O-:31])=[O:32])[c:14]([O:15][c:16]3[c:17]([F:27])[cH:18][c:19]([CH2:22][C:23](=[O:24])[O:25][CH3:26])[cH:20][cH:21]3)[cH:28][cH:29]2)[cH:33][cH:34]1.[NH4+:36].[Na+:48].[Na+:49].[O-:50][C:51](=[O:52])[O-:53]>>[Cl:1][c:2]1[cH:3][cH:4][c:5]([CH2:6][CH2:7][NH:8][C:9](=[O:10])[c:11]2[cH:12][c:13]([NH2:30])[c:14]([O:15][c:16]3[c:17]([F:27])[cH:18][c:19]([CH2:22][C:23](=[O:24])[O:25][CH3:26])[cH:20][cH:21]3)[cH:28][cH:29]2)[cH:33][cH:34]1. The reactants are C(#N)[C@@]1(C(N(CC1)C1=NC(=NC=C1)NC1=CC=C(C(=O)O)C=C1)=O)CC (4-((4-((3R)-3-cyano-3-ethyl-2-oxopyrrolidin-1-yl)pyrimidin-2-yl)amino)benzoic acid), Cl.NC1(CC1)C#N (1-aminocyclopropanecarbonitrile hydrochloride), C(C)N=C=NCCCN(C)C (1-ethyl-3-(3-dimethylaminopropyl)carbodiimide), ON1N=NC2=C1C=CC=C2 (1-hydroxybenzotriazole), C(O)([O-])=O.[Na+] (sodium hydrogen carbonate). Solvent: CN(C=O)C (N,N-dimethylformamide), C(C)N(CC)CC (triethylamine). Reaction conditions: time 8 hour. Product: C(#N)C1(CC1)NC(C1=CC=C(C=C1)NC1=NC=CC(=N1)N1C([C@@](CC1)(CC)C#N)=O)=O (N-(1-cyanocyclopropyl)-4-((4-((3R)-3-cyano-3-ethyl-2-oxopyrrolidin-1-yl) pyrimidin-2-yl)amino)benzamide). Isolated yield 35.0%. RXN SMILES: [C:1]([C@@:3]1([CH2:25][CH3:26])[CH2:7][CH2:6][N:5]([C:8]2[CH:13]=[CH:12][N:11]=[C:10]([NH:14][C:15]3[CH:23]=[CH:22][C:18]([C:19]([OH:21])=O)=[CH:17][CH:16]=3)[N:9]=2)[C:4]1=[O:24])#[N:2].Cl.[NH2:28][C:29]1([C:32]#[N:33])[CH2:31][CH2:30]1.C(N=C=NCCCN(C)C)C.ON1C2C=CC=CC=2N=N1.C(=O)([O-])O.[Na+]>CN(C)C=O.C(N(CC)CC)C>[C:32]([C:29]1([NH:28][C:19](=[O:21])[C:18]2[CH:22]=[CH:23][C:15]([NH:14][C:10]3[N:9]=[C:8]([N:5]4[CH2:6][CH2:7][C@@:3]([C:1]#[N:2])([CH2:25][CH3:26])[C:4]4=[O:24])[CH:13]=[CH:12][N:11]=3)=[CH:16][CH:17]=2)[CH2:31][CH2:30]1)#[N:33] |f:1.2,5.6|. Reported procedure: To a solution of 4-((4-((3R)-3-cyano-3-ethyl-2-oxopyrrolidin-1-yl)pyrimidin-2-yl)amino)benzoic acid (100 mg) obtained in Example 231 in N,N-dimethylformamide (2.0 mL) were added 1-aminocyclopropanecarbonitrile hydrochloride (31 mg), 1-ethyl-3-(3-dimethylaminopropyl)carbodiimide (46 mg), 1-hydroxybenzotriazole (40 mg) and triethylamine (56 μL), and the mixture was stirred overnight at room temperature. To the reaction mixture was added saturated aqueous sodium hydrogen carbonate solution, and the... Reactants: [O-]C#N.[K+] (potassium cyanate), CN(C(C(C(C)=O)=NO)=O)C (N,N-dimethyl-2-(hydroxyimino)-3-oxobutanamide), [H][H] (hydrogen). The reagents and catalysts are catalyst. Run in O (water), C(C)O (ethanol), Cl (hydrochloric acid). Product: O=C1NC(=C(N1)C)C(=O)N(C)C (2,3-Dihydro-2-oxo-4,N,N-trimethyl-1H-imidazole-5-carboxamide). RXN SMILES: [CH3:1][N:2]([CH3:11])[C:3](=[O:10])[C:4](=[N:8]O)[C:5](=O)[CH3:6].[H][H].[O-:14][C:15]#[N:16].[K+]>C(O)C.Cl.O>[O:14]=[C:15]1[NH:16][C:5]([CH3:6])=[C:4]([C:3]([N:2]([CH3:11])[CH3:1])=[O:10])[NH:8]1 |f:2.3|. Procedure: A solution of 15.8 g (0.1 mol) of N,N-dimethyl-2-(hydroxyimino)-3-oxobutanamide in 400 ml of ethanol and 100 ml of 2N hydrochloric acid over 2 g of catalyst (5% palladium on charcoal) is hydrogenated in a Paar shaker until 1 molar equivalent of hydrogen is taken up (3-5 hours). The catalyst is removed by filtration. A solution of 16.2 g (0.2 mol) of potassium cyanate in 80 ml of water is added, the solution is refluxed for 1 hour and concentrated until the product crystallizes. Recrystallization... Product: CN(C(=O)N(CCCl)N=O)C1OC(CO)C(O)C1O. Starting materials: O=CO, CN(C(=O)NCCCl)C1OC(CO)C(O)C1O, O=N[O-], [Na+]. As a reaction SMILES: [CH:22]([OH:23])=[O:24].[Cl:1][CH2:2][CH2:3][NH:4][C:5](=[O:6])[N:7]([CH:8]1[CH:9]([OH:10])[CH:11]([OH:12])[CH:13]([CH2:15][OH:16])[O:14]1)[CH3:17].[N:18](=[O:19])[O-:20].[Na+:21]>>[Cl:1][CH2:2][CH2:3][N:4]([C:5](=[O:6])[N:7]([CH:8]1[CH:9]([OH:10])[CH:11]([OH:12])[CH:13]([CH2:15][OH:16])[O:14]1)[CH3:17])[N:18]=[O:19].